Task: describe an organic reaction: reactants, conditions, products, and yield. Dataset: the Open Reaction Database (ORD), a public repository of structured organic reaction records Reactants: Grignard reagent, Mg, [NH4+].[Cl-] (NH4Cl), C(C1=CC=CC=C1)OC1=CC=C(C=C1)C(=O)CC1=CC=CC=C1 (Benzyl 4-benzyloxyphenyl ketone). The reagents and catalysts are BrC1=CC=C(C=C1)OC (4-bromoanisole). Solvent: C1CCOC1 (THF), CCOCC (Et2O). Yields the product C(C1=CC=CC=C1)OC1=CC=C(C=C1)C(=CC1=CC=CC=C1)C1=CC=C(C=C1)OC (1-(4-Benzyloxyphenyl)-1-(4-methoxyphenyl)-2-phenylethene). Yield: 159.6%. RXN SMILES: [CH2:1]([O:8][C:9]1[CH:14]=[CH:13][C:12]([C:15]([CH2:17][C:18]2[CH:23]=[CH:22][CH:21]=[CH:20][CH:19]=2)=O)=[CH:11][CH:10]=1)[C:2]1[CH:7]=[CH:6][CH:5]=[CH:4][CH:3]=1.[NH4+].[Cl-]>BrC1C=CC(OC)=CC=1.C1COCC1.CCOCC>[CH2:1]([O:8][C:9]1[CH:14]=[CH:13][C:12]([C:15]([C:12]2[CH:13]=[CH:14][C:9]([O:8][CH3:1])=[CH:10][CH:11]=2)=[CH:17][C:18]2[CH:23]=[CH:22][CH:21]=[CH:20][CH:19]=2)=[CH:11][CH:10]=1)[C:2]1[CH:7]=[CH:6][CH:5]=[CH:4][CH:3]=1 |f:1.2|. Procedure: To the Grignard reagent prepared from 1.52 g (63 mg-atom) Mg turnings and 13.45 g (9 mL, 72 mmol) 4-bromoanisole (initiated with one I2 crystal and one drop EtBr2) in 25 mL THF was added 3 g (9.9 mmol) of Benzyl 4-benzyloxyphenyl ketone, prepared in Example 3. The reaction mixture was stirred at reflux for 48 h and then treated with 10 mL aqueous NH4Cl. After cooling to room temperature, the slurry was filtered, the filter cake washed with 50 mL THF, and the filtrates concentrated to give an ora... Conditions: time 5 hour. The product is IC=1C=CC(=C(C(=O)O)C1)NC(=O)OCC(Cl)(Cl)Cl (5-Iodo-2-(2′,2′,2′-trichloroethoxycarbonylamino)benzoic Acid). Starting materials: C(=O)(OCC(Cl)(Cl)Cl)Cl (Troc—Cl), IC1=CC=C(C(C(=O)O)=C1)N (5-iodoanthranilic acid), N1=CC=CC=C1 (pyridine). Reported procedure: A solution of Troc—Cl (2.88 mL, 20.9 mmol) in dry dichloromethane (20 mL) was added drop wise to a solution of 5-iodoanthranilic acid 131 (5 g, 19 mmol) and pyridine (3.1 mL, 38 mmol) in dry dichloromethane (30 mL) at 0° C. The solution was stirred for 5 hours at room temperature and then washed with 1N HCl (2×25 mL), water (1×25 mL) and brine (1×25 mL). The organic phase was dried over MgSO4 and evaporated, residue was recrystallized from ethyl acetate to afford the title compound as a yellow s... The yield is 74.4%. Run in ClCCl (dichloromethane), ClCCl (dichloromethane). Reaction SMILES: [C:1](Cl)([O:3][CH2:4][C:5]([Cl:8])([Cl:7])[Cl:6])=[O:2].[I:10][C:11]1[CH:19]=[C:15]([C:16]([OH:18])=[O:17])[C:14]([NH2:20])=[CH:13][CH:12]=1.N1C=CC=CC=1>ClCCl>[I:10][C:11]1[CH:12]=[CH:13][C:14]([NH:20][C:1]([O:3][CH2:4][C:5]([Cl:8])([Cl:7])[Cl:6])=[O:2])=[C:15]([CH:19]=1)[C:16]([OH:18])=[O:17]. Reactants: C(C1=CC=CC=C1)OC1=CC=C(C=C1)C[C@@H]([C@@H]1OC1)NC(OC(C)(C)C)=O (tert-butyl (1S)-2-[4-(benzyloxy)phenyl]-1-[(2S)-oxiranyl]ethylcarbamate), C(C)C(CC)ONS(=O)(=O)C1=CC2=C(OCO2)C=C1 (N-(1-ethylpropoxy)-1,3-benzodioxole-5-sulfonamide), phosphazene. The solvent is O1CCCC1 (tetrahydrofuran). Reaction conditions: time 18 hour. The product is O1COC2=C1C=CC(=C2)S(=O)(=O)N(C[C@H]([C@H](CC2=CC=C(C=C2)OCC2=CC=CC=C2)NC(OC(C)(C)C)=O)O)OC(CC)CC (tert-Butyl (1S,2R)-3-[(1,3-benzodioxol-5-ylsulfonyl)(1-ethylpropoxy)amino]-1-[4-(benzyloxy)benzyl]-2-hydroxypropylcarbamate). Yield: 89.9%. Reaction SMILES: [CH2:1]([O:8][C:9]1[CH:14]=[CH:13][C:12]([CH2:15][C@H:16]([NH:20][C:21](=[O:27])[O:22][C:23]([CH3:26])([CH3:25])[CH3:24])[C@H:17]2[CH2:19][O:18]2)=[CH:11][CH:10]=1)[C:2]1[CH:7]=[CH:6][CH:5]=[CH:4][CH:3]=1.[CH2:28]([CH:30]([O:33][NH:34][S:35]([C:38]1[CH:46]=[CH:45][C:41]2[O:42][CH2:43][O:44][C:40]=2[CH:39]=1)(=[O:37])=[O:36])[CH2:31][CH3:32])[CH3:29]>O1CCCC1>[O:42]1[C:41]2[CH:45]=[CH:46][C:38]([S:35]([N:34]([O:33][CH:30]([CH2:31][CH3:32])[CH2:28][CH3:29])[CH2:19][C@@H:17]([OH:18])[C@@H:16]([NH:20][C:21](=[O:27])[O:22][C:23]([CH3:24])([CH3:25])[CH3:26])[CH2:15][C:12]3[CH:11]=[CH:10][C:9]([O:8][CH2:1][C:2]4[CH:7]=[CH:6][CH:5]=[CH:4][CH:3]=4)=[CH:14][CH:13]=3)(=[O:36])=[O:37])=[CH:39][C:40]=2[O:44][CH2:43]1. Procedure: To a solution of tert-butyl (1S)-2-[4-(benzyloxy)phenyl]-1-[(2S)-oxiranyl]ethylcarbamate (2.66 g, 7.2 mmol) and the N-(1-ethylpropoxy)-1,3-benzodioxole-5-sulfonamide (2.30 g, 9.0 mmol) in tetrahydrofuran (12 mL) was added phosphazene base P4 tert-butyl solution (1.44 mL, 1.44 mmol, 1M in hexane). After stirring at ambient temperature for 18 h, the reaction was concentrated in vacuo, taken up in ethyl acetate (100 mL), washed with 0.5 N hydrochloric acid (2×40 mL) followed by water (40 mL), satur... RXN SMILES: [CH2:1]([C:4]1([O:14][C@H:13]([CH2:15][OH:16])[C@@H:11]([OH:12])[C@H:8]([O:9][CH3:10])[C@H:6]1[OH:7])[OH:5])[CH:2]=[CH2:3].[H-].[Na+].[CH2:19](Br)[C:20]1[CH:25]=[CH:24][CH:23]=[CH:22][CH:21]=1>CN(C=O)C>[CH2:1]([C:4]1([O:14][C@H:13]([CH2:15][O:16][CH2:19][C:20]2[CH:25]=[CH:24][CH:23]=[CH:22][CH:21]=2)[C@@H:11]([O:12][CH2:19][C:20]2[CH:25]=[CH:24][CH:23]=[CH:22][CH:21]=2)[C@H:8]([O:9][CH3:10])[C@H:6]1[O:7][CH2:19][C:20]1[CH:25]=[CH:24][CH:23]=[CH:22][CH:21]=1)[OH:5])[CH:2]=[CH2:3] |f:1.2|. Reaction conditions: temperature 0 celsius, time 0.5 hour. Procedure: Allyl-3-O-methyl-glucopyranose (4.5 g) was dissolved in anhydrous DMF (120 mL) and sodium hydride (1.84 g, 50% dispersion in oil) was added thereto. The resulting solution was stirred for 0.5 hours at 0° C. Benzyl bromide (6.8 mL) was added dropwise at 0° to 5° C. and the reaction mixture was then stirred for 4 hours at room temperature. The reaction mixture was quenched by adding methanol, diluted with dichloromethane (250 mL) and washed with water (3×250 mL), dried over Na2SO4, filtered and ev... Reactants: [H-].[Na+] (sodium hydride), C(C=C)C1(O)[C@H](O)[C@@H](OC)[C@H](O)[C@H](O1)CO (Allyl-3-O-methyl-glucopyranose), C(C1=CC=CC=C1)Br (Benzyl bromide). The product is C(C=C)C1(O)[C@H](OCC2=CC=CC=C2)[C@@H](OC)[C@H](OCC2=CC=CC=C2)[C@H](O1)COCC1=CC=CC=C1 (allyl-3-O-methyl-2,4,6-tri-O-benzyl-glucopyranose). Run in CN(C)C=O (DMF). The reactants are BrC1=C2CN(C(N(C2=CC(=C1)CN1C2CN(C(C1)C2)C(C)C)C2=C(C=CC=C2Cl)Cl)=O)CC2=CC=C(C=C2)OC (5-bromo-1-(2,6-dichlorophenyl)-7-[(5-isopropyl-2,5-diazabicyclo[2.2.1]hept-2-yl)methyl]-3-(4-methoxybenzyl)-3,4-dihydroquinazolin-2(1H)-one), ClC1=C(C=CC(=C1)F)B(O)O (2-chloro-4-fluoro-benzene boronic acid), C([O-])([O-])=O.[Na+].[Na+] (sodium carbonate). Reagents/catalysts: C=1C=CC(=CC1)[P](C=2C=CC=CC2)(C=3C=CC=CC3)[Pd]([P](C=4C=CC=CC4)(C=5C=CC=CC5)C=6C=CC=CC6)([P](C=7C=CC=CC7)(C=8C=CC=CC8)C=9C=CC=CC9)[P](C=1C=CC=CC1)(C=1C=CC=CC1)C=1C=CC=CC1 (tetrakis(triphenylphosphine)palladium). Solvent: C1(=CC=CC=C1)C (toluene), C(C)O (ethanol). Product: ClC1=C(C=CC(=C1)F)C1=C2CN(C(N(C2=CC(=C1)CN1C2CN(C(C1)C2)C(C)C)C2=C(C=CC=C2Cl)Cl)=O)CC2=CC=C(C=C2)OC (5-(2-chloro-4-fluorophenyl)-1-(2,6-dichlorophenyl)-7-[(5-isopropyl-2,5-diazabicyclo[2.2.1]hept-2-yl)methyl]-3-(4-methoxybenzyl)-3,4-dihydroquinazolin-2(1H)-one). As a reaction SMILES: Br[C:2]1[CH:11]=[C:10]([CH2:12][N:13]2[CH2:18][CH:17]3[CH2:19][CH:14]2[CH2:15][N:16]3[CH:20]([CH3:22])[CH3:21])[CH:9]=[C:8]2[C:3]=1[CH2:4][N:5]([CH2:32][C:33]1[CH:38]=[CH:37][C:36]([O:39][CH3:40])=[CH:35][CH:34]=1)[C:6](=[O:31])[N:7]2[C:23]1[C:28]([Cl:29])=[CH:27][CH:26]=[CH:25][C:24]=1[Cl:30].[Cl:41][C:42]1[CH:47]=[C:46]([F:48])[CH:45]=[CH:44][C:43]=1B(O)O.C(=O)([O-])[O-].[Na+].[Na+]>C1(C)C=CC=CC=1.C(O)C.C1C=CC([P]([Pd]([P](C2C=CC=CC=2)(C2C=CC=CC=2)C2C=CC=CC=2)([P](C2C=CC=CC=2)(C2C=CC=CC=2)C2C=CC=CC=2)[P](C2C=CC=CC=2)(C2C=CC=CC=2)C2C=CC=CC=2)(C2C=CC=CC=2)C2C=CC=CC=2)=CC=1>[Cl:41][C:42]1[CH:47]=[C:46]([F:48])[CH:45]=[CH:44][C:43]=1[C:2]1[CH:11]=[C:10]([CH2:12][N:13]2[CH2:18][CH:17]3[CH2:19][CH:14]2[CH2:15][N:16]3[CH:20]([CH3:22])[CH3:21])[CH:9]=[C:8]2[C:3]=1[CH2:4][N:5]([CH2:32][C:33]1[CH:34]=[CH:35][C:36]([O:39][CH3:40])=[CH:37][CH:38]=1)[C:6](=[O:31])[N:7]2[C:23]1[C:24]([Cl:30])=[CH:25][CH:26]=[CH:27][C:28]=1[Cl:29] |f:2.3.4,^1:71,73,92,111|. Procedure details: To a solution of 5-bromo-1-(2,6-dichlorophenyl)-7-[(5-isopropyl-2,5-diazabicyclo[2.2.1]hept-2-yl)methyl]-3-(4-methoxybenzyl)-3,4-dihydroquinazolin-2(1H)-one (200 mg, 0.31 mmol) and 2-chloro-4-fluoro-benzene boronic acid (98 mg, 0.62 mmol) in toluene (3 mL) and ethanol (0.3 mL) was added sodium carbonate (2M solution, 0.39 mL) and tetrakis(triphenylphosphine)palladium (0) (18 mg, 0.0155 mmol). The flask was evacuated and purged with nitrogen a few times. The reaction mixture was heated to reflux ... The reactants are FC(C=1C=C(C(=O)O)C=CC1)(F)F (3-trifluoromethylbenzoic acid), S(=O)(Cl)Cl (thionyl chloride), NC=1C=NC2=CC=CC=C2C1N (3,4-diaminoquinoline). Solvent: CN(P(=O)(N(C)C)N(C)C)C (hexamethylphosphoramide), C(C)#N (acetonitrile), ice water, C([O-])(O)=O.[Na+] (sodium bicarbonate). Conditions: time 30 minute. Product: NC1=C(C=NC2=CC=CC=C12)NC(C1=CC(=CC=C1)C(F)(F)F)=O (4-amino-3-(3-trifluoromethylbenzoylamino)quinoline). The yield is 98.6%. RXN SMILES: [F:1][C:2]([F:13])([F:12])[C:3]1[CH:4]=[C:5]([CH:9]=[CH:10][CH:11]=1)[C:6]([OH:8])=O.S(Cl)(Cl)=O.[NH2:18][C:19]1[CH:20]=[N:21][C:22]2[C:27]([C:28]=1[NH2:29])=[CH:26][CH:25]=[CH:24][CH:23]=2>CN(C)P(N(C)C)(N(C)C)=O.C(#N)C.C(=O)(O)[O-].[Na+]>[NH2:29][C:28]1[C:27]2[C:22](=[CH:23][CH:24]=[CH:25][CH:26]=2)[N:21]=[CH:20][C:19]=1[NH:18][C:6](=[O:8])[C:5]1[CH:9]=[CH:10][CH:11]=[C:3]([C:2]([F:1])([F:13])[F:12])[CH:4]=1 |f:5.6|. Reported procedure: To a solution of 500 mg of 3-trifluoromethylbenzoic acid in 6 ml of anhydrous hexamethylphosphoramide (HMPA) and 0.6 ml of anhydrous acetonitrile is added dropwise 305 mg of thionyl chloride at -5°-0° C. under nitrogen. After stirring at the same temperature for 30 minutes, 380 mg of 3,4-diaminoquinoline is added and stirred at 0°-5° C. for 3 hours. The mixture is diluted with ice-water and neutralized with saturated aqueous sodium bicarbonate. The resulting crystals are filtered, washed with wa...